From a dataset of the Open Reaction Database (ORD), a public repository of structured organic reaction records. describe an organic reaction: reactants, conditions, products, and yield Reactants: O=C(O)CCC(Br)(Br)Br, CN(C)C=O, O=S(Cl)Cl. Yields the product O=C(O)CCC(Br)(Br)Br, [Cl-]. RXN SMILES: [Br:1][C:2]([CH2:3][CH2:4][C:5](=[O:6])[OH:7])([Br:8])[Br:9].[CH3:14][N:15]([CH3:16])[CH:17]=[O:18].[S:10]([Cl:11])([Cl:12])=[O:13]>>[Br:1][C:2]([CH2:3][CH2:4][C:5](=[O:6])[OH:7])([Br:8])[Br:9].[Cl-:12]. Starting materials: Cc1ccccc1, Cl, O, Cc1cc(C)c(C(=O)CCCCC(=O)O)c(O)c1C, [Zn]. Yields the product Cc1cc(C)c(CCCCCC(=O)O)c(O)c1C. Reaction SMILES: [CH3:20][c:21]1[cH:22][cH:23][cH:24][cH:25][cH:26]1.[ClH:27].[OH2:28].[OH:1][c:2]1[c:3]([C:4](=[O:5])[CH2:6][CH2:7][CH2:8][CH2:9][C:10](=[O:11])[OH:12])[c:13]([CH3:19])[cH:14][c:15]([CH3:18])[c:16]1[CH3:17].[Zn:29]>>[OH:1][c:2]1[c:3]([CH2:4][CH2:6][CH2:7][CH2:8][CH2:9][C:10](=[O:11])[OH:12])[c:13]([CH3:19])[cH:14][c:15]([CH3:18])[c:16]1[CH3:17]. The reactants are CN1CCCC1=O, Clc1nccc(-c2cnc3ccccn23)n1, NC1CCC(O)CC1, O. The product is OC1CCC(Nc2nccc(-c3cnc4ccccn34)n2)CC1. Reaction SMILES: [CH3:26][N:27]1[CH2:28][CH2:29][CH2:30][C:31]1=[O:32].[Cl:1][c:2]1[n:3][cH:4][cH:5][c:6](-[c:8]2[cH:9][n:10][c:11]3[n:12]2[cH:13][cH:14][cH:15][cH:16]3)[n:7]1.[NH2:17][CH:18]1[CH2:19][CH2:20][CH:21]([OH:24])[CH2:22][CH2:23]1.[OH2:25]>>[c:2]1([NH:17][CH:18]2[CH2:19][CH2:20][CH:21]([OH:24])[CH2:22][CH2:23]2)[n:3][cH:4][cH:5][c:6](-[c:8]2[cH:9][n:10][c:11]3[n:12]2[cH:13][cH:14][cH:15][cH:16]3)[n:7]1. Starting materials: Formula 7, product 4a, Formula 6, C(C)(C)(C)C=1C=C2C=CC3=CC=C(C4=CC=C(C1)C2=C43)B(O)O (7-tert-butylpyren-1-ylboronic acid), C([O-])([O-])=O.[K+].[K+] (potassium carbonate), C1(=CC=CC=C1)C (toluene). The reagents and catalysts are C=1C=CC(=CC1)[P](C=2C=CC=CC2)(C=3C=CC=CC3)[Pd]([P](C=4C=CC=CC4)(C=5C=CC=CC5)C=6C=CC=CC6)([P](C=7C=CC=CC7)(C=8C=CC=CC8)C=9C=CC=CC9)[P](C=1C=CC=CC1)(C=1C=CC=CC1)C=1C=CC=CC1 (Pd(PPh3)4). Reaction conditions: temperature 60 celsius. Yields the product C1(=CC=CC=C1)C1C2=CC=C(C=C2C=2C=C(C=CC2C1C1=CC=CC=C1)C1=C2C=CC3=CC(=CC4=CC=C(C=C1)C2=C43)C(C)(C)C)C4=C3C=CC2=CC(=CC1=CC=C(C=C4)C3=C12)C(C)(C)C (6,6′-(9,10-diphenyl-9,10-dihydrophenanthrene-3,6-diyl)bis(2-tert-butylpyrene)). Yield: 75.0%. Reaction SMILES: [C:1]([C:5]1[CH:6]=[C:7]2[C:19]3=[C:20]4[C:10](=[CH:11][CH:12]=[C:13](B(O)O)[C:14]4=[CH:15][CH:16]=[C:17]3[CH:18]=1)[CH:9]=[CH:8]2)([CH3:4])([CH3:3])[CH3:2].C(=O)([O-])[O-].[K+].[K+].[C:30]1([CH3:36])[CH:35]=[CH:34][CH:33]=[CH:32][CH:31]=1>C1C=CC([P]([Pd]([P](C2C=CC=CC=2)(C2C=CC=CC=2)C2C=CC=CC=2)([P](C2C=CC=CC=2)(C2C=CC=CC=2)C2C=CC=CC=2)[P](C2C=CC=CC=2)(C2C=CC=CC=2)C2C=CC=CC=2)(C2C=CC=CC=2)C2C=CC=CC=2)=CC=1>[C:30]1([CH:36]2[CH:36]([C:30]3[CH:35]=[CH:34][CH:33]=[CH:32][CH:31]=3)[C:7]3[CH:8]=[CH:9][C:10]([C:11]4[CH:12]=[CH:13][C:14]5[C:6]6=[C:7]7[C:19](=[CH:6][C:5]([C:1]([CH3:3])([CH3:2])[CH3:4])=[CH:18][C:17]7=[CH:16][CH:15]=5)[CH:17]=[CH:18][C:5]=46)=[CH:20][C:19]=3[C:19]3[C:7]2=[CH:8][CH:9]=[C:10]([C:11]2[CH:12]=[CH:11][C:10]4[C:20]5=[C:16]6[C:15](=[CH:6][C:5]([C:1]([CH3:3])([CH3:2])[CH3:4])=[CH:18][C:17]6=[CH:8][CH:9]=4)[CH:14]=[CH:13][C:12]=25)[CH:20]=3)[CH:35]=[CH:34][CH:33]=[CH:32][CH:31]=1 |f:1.2.3,^1:40,42,61,80|. Procedure: As illustrated in Formula 7, the product 4a in Formula 6 (1.2 g, 2.46 mmol), 7-tert-butylpyren-1-ylboronic acid (2.23 g, 7.38 mmol), potassium carbonate solution (2.0 M, 10 mL), and dried toluene (30 mL) were charged in a two-necked bottle. The bottle was deoxygenated and purged with nitrogen, and the mixture in the bottle was stirred at 60° C. until it was totally dissolved. The nitrogen pressure of the bottle was increased, and Pd(PPh3)4 (289 mg, 0.25 mmol) was rapidly added into the bottle. T... Starting materials: CC#N, Nc1cc(O)n[nH]1, OCCOc1ccccc1, O, Cc1ccc(S(=O)(=O)O)cc1. The product is Nc1cc(OCCOc2ccccc2)n[nH]1. Reaction SMILES: [CH3:30][C:31]#[N:32].[NH2:1][c:2]1[cH:3][c:4]([OH:7])[n:5][nH:6]1.[O:20]([c:21]1[cH:22][cH:23][cH:24][cH:25][cH:26]1)[CH2:27][CH2:28][OH:29].[OH2:8].[c:9]1([CH3:10])[cH:11][cH:12][c:13]([S:14]([OH:15])(=[O:16])=[O:17])[cH:18][cH:19]1>>[NH2:1][c:2]1[cH:3][c:4]([O:7][CH2:28][CH2:27][O:20][c:21]2[cH:22][cH:23][cH:24][cH:25][cH:26]2)[n:5][nH:6]1.